The task is: describe an organic reaction: reactants, conditions, products, and yield. This data is from the Open Reaction Database (ORD), a public repository of structured organic reaction records. Reactants: OC=1C(=CC(=C2C=CC=NC12)[N+](=O)[O-])C(NC(COC1=CC=CC=C1)=O)C1=CC=CC=C1 (N-[(8-hydroxy-5-nitroquinolin-7-yl)(phenyl)methyl]-2-phenoxyacetamide). Reagents/catalysts: [Pd] (Pd/C). Solvent: C1CCOC1 (THF). Product: NC1=C2C=CC=NC2=C(C(=C1)C(NC(COC1=CC=CC=C1)=O)C1=CC=CC=C1)O (N-[(5-amino-8-hydroxyquinolin-7-yl)(phenyl)methyl]-2-phenoxyacetamide). The yield is 61.8%. As a reaction SMILES: [OH:1][C:2]1[C:3]([CH:15]([C:27]2[CH:32]=[CH:31][CH:30]=[CH:29][CH:28]=2)[NH:16][C:17](=[O:26])[CH2:18][O:19][C:20]2[CH:25]=[CH:24][CH:23]=[CH:22][CH:21]=2)=[CH:4][C:5]([N+:12]([O-])=O)=[C:6]2[C:11]=1[N:10]=[CH:9][CH:8]=[CH:7]2>C1COCC1.[Pd]>[NH2:12][C:5]1[CH:4]=[C:3]([CH:15]([C:27]2[CH:32]=[CH:31][CH:30]=[CH:29][CH:28]=2)[NH:16][C:17](=[O:26])[CH2:18][O:19][C:20]2[CH:25]=[CH:24][CH:23]=[CH:22][CH:21]=2)[C:2]([OH:1])=[C:11]2[C:6]=1[CH:7]=[CH:8][CH:9]=[N:10]2. Reported procedure: N-[(8-hydroxy-5-nitroquinolin-7-yl)(phenyl)methyl]-2-phenoxyacetamide (4.0 g, 9.31 mmol), 10% Pd/C (420 mg) in 70 ml THF were hydrogenated at 42 psi for 20 h. The reaction mixture was filtered through Celite 545, dried over sodium sulfate and concentrated to afford 2.3 g of N-[(5-amino-8-hydroxyquinolin-7-yl)(phenyl)methyl]-2-phenoxyacetamide as a brown foam. Procedure details: To a suspension of sodium hydride (2.4 g., 0.1 mole) in freshly distilled hexamethyl-phosphoramide (24 ml.) is added dropwise with stirring under dry nitrogen a solution of 2-methoxy-2-methyl-4-hydroxy-1,3-benzodioxole (18.2 g., 0.1 mole) in hexamethylphosphoramide (36 ml.) and stirring is continued at ambient temperature until hydrogen evolution essentially ceases. Benzyl chloride (12.65 g., 0.1 mole) is added and the mixture stirred at 75°-80° C. for 5 hours. The mixture then is poured onto ic... Reaction SMILES: [H-].[Na+].[CH3:3][O:4][C:5]1([CH3:15])[O:9][C:8]2[CH:10]=[CH:11][CH:12]=[C:13]([OH:14])[C:7]=2[O:6]1.[H][H].[CH2:18](Cl)[C:19]1[CH:24]=[CH:23][CH:22]=[CH:21][CH:20]=1>CN(C)P(N(C)C)(N(C)C)=O.C(O)(=O)C>[CH3:3][O:4][C:5]1([CH3:15])[O:9][C:8]2[CH:10]=[CH:11][CH:12]=[C:13]([O:14][CH2:18][C:19]3[CH:24]=[CH:23][CH:22]=[CH:21][CH:20]=3)[C:7]=2[O:6]1 |f:0.1|. Starting materials: COC1(OC2=C(O1)C=CC=C2O)C (2-methoxy-2-methyl-4-hydroxy-1,3-benzodioxole), [H-].[Na+] (sodium hydride), C(C1=CC=CC=C1)Cl (Benzyl chloride), [H][H] (hydrogen). The solvent is CN(P(=O)(N(C)C)N(C)C)C (hexamethylphosphoramide), CN(P(=O)(N(C)C)N(C)C)C (hexamethyl-phosphoramide), C(C)(=O)O (acetic acid). Yields the product COC1(OC2=C(O1)C=CC=C2OCC2=CC=CC=C2)C (2-methoxy-2-methyl-4-benzyloxy-1,3-benzodioxole). The reactants are O=C1CCC(=O)N1Br, CCCOc1ccccc1-c1nc2c(c(C)nn2CCC)c(=O)[nH]1. Product: CCCOc1ccc(Br)cc1-c1nc2c(c(C)nn2CCC)c(=O)[nH]1. Reaction SMILES: [Br:1][N:2]1[C:3](=[O:4])[CH2:5][CH2:6][C:7]1=[O:8].[CH3:9][c:10]1[n:11][n:12]([CH2:30][CH2:31][CH3:32])[c:13]2[n:14][c:15](-[c:20]3[c:21]([O:26][CH2:27][CH2:28][CH3:29])[cH:22][cH:23][cH:24][cH:25]3)[nH:16][c:17](=[O:19])[c:18]12>>[Br:1][c:24]1[cH:23][cH:22][c:21]([O:26][CH2:27][CH2:28][CH3:29])[c:20](-[c:15]2[n:14][c:13]3[n:12]([CH2:30][CH2:31][CH3:32])[n:11][c:10]([CH3:9])[c:18]3[c:17](=[O:19])[nH:16]2)[cH:25]1. Reactants: CC(C)(C)OC(=O)N1CCC(n2ncc3c(Cl)ncnc32)CC1, CN(C)C=O, CC(C)c1noc(C2CCC(n3ncc4c(Oc5ccc(S(C)(=O)=O)cc5F)ncnc43)CC2)n1, CS(=O)(=O)c1ccc(O)cc1F. Reaction SMILES: [C:36]([CH3:37])([CH3:38])([CH3:39])[O:40][C:41](=[O:42])[N:43]1[CH2:44][CH2:45][CH:46]([n:49]2[n:50][cH:51][c:52]3[c:53]2[n:54][cH:55][n:56][c:57]3[Cl:58])[CH2:47][CH2:48]1.[CH3:71][N:72]([CH3:73])[CH:74]=[O:75].[F:1][c:2]1[cH:3][c:4]([S:5]([CH3:6])(=[O:7])=[O:8])[cH:9][cH:10][c:11]1[O:12][c:13]1[n:14][cH:15][n:16][c:17]2[n:18]([CH:19]3[CH2:20][CH2:21][CH:22]([c:23]4[o:24][n:25][c:26]([CH:27]([CH3:28])[CH3:29])[n:30]4)[CH2:31][CH2:32]3)[n:33][cH:34][c:35]12.[F:59][c:60]1[cH:61][c:62]([OH:70])[cH:63][cH:64][c:65]1[S:66](=[O:67])(=[O:68])[CH3:69]>>[C:36]([CH3:37])([CH3:38])([CH3:39])[O:40][C:41](=[O:42])[N:43]1[CH2:44][CH2:45][CH:46]([n:49]2[n:50][cH:51][c:52]3[c:53]2[n:54][cH:55][n:56][c:57]3[O:70][c:62]2[cH:61][c:60]([F:59])[c:65]([S:66](=[O:67])(=[O:68])[CH3:69])[cH:64][cH:63]2)[CH2:47][CH2:48]1. The product is CC(C)(C)OC(=O)N1CCC(n2ncc3c(Oc4ccc(S(C)(=O)=O)c(F)c4)ncnc32)CC1. The reactants are CC(=O)OC(C)=O, O=C1Cc2cc(F)ccc2N1, O. Product: CC(=O)N1C(=O)Cc2cc(F)ccc21. RXN SMILES: [CH3:12][C:13](=[O:14])[O:15][C:16](=[O:17])[CH3:18].[F:1][c:2]1[cH:3][c:4]2[c:8]([cH:9][cH:10]1)[NH:7][C:6](=[O:11])[CH2:5]2.[OH2:19]>>[F:1][c:2]1[cH:3][c:4]2[c:8]([cH:9][cH:10]1)[N:7]([C:13]([CH3:12])=[O:14])[C:6](=[O:11])[CH2:5]2.